This data is from the Open Reaction Database (ORD), a public repository of structured organic reaction records. The task is: describe an organic reaction: reactants, conditions, products, and yield Reactants: Cl (HCl), [OH-].[K+] (KOH), COC1=CC=C(C=C1)O (4-methoxyphenol), resultant mixture, ClCCC(=O)O (3-chloropropanoic acid). The solvent is O (H2O). The product is COC1=CC=C(OCCC(=O)O)C=C1 (3-(4-methoxyphenoxy)propanoic acid). The yield is 18.1%. As a reaction SMILES: [OH-].[K+].[CH3:3][O:4][C:5]1[CH:10]=[CH:9][C:8]([OH:11])=[CH:7][CH:6]=1.Cl[CH2:13][CH2:14][C:15]([OH:17])=[O:16].Cl>O>[CH3:3][O:4][C:5]1[CH:10]=[CH:9][C:8]([O:11][CH2:13][CH2:14][C:15]([OH:17])=[O:16])=[CH:7][CH:6]=1 |f:0.1|. Procedure: Solid KOH (6.80 g, 0.122 mol) and H2O (10 mL) are added to 4-methoxyphenol (7.0 g, 0.0564 mol), the resultant mixture is stirred at the room temperature while 3-chloropropanoic acid (6.12 g, 0.0564 mol) is added to thereof. Then the mixture is stirred and heated to reflux for 3 h. The mixture is acidified to pH 2 by adding concentrated aqueous HCl and extracted with ether. The combined ether extracts is then washed by 10% aqueous NaHCO3 and acidified to pH 3-4 by adding concentrated aqueous HCl,... Reactants: CCO, [H][H], CCOC(=O)c1cncc(C)c1N=[N+]=[N-]. The product is CCOC(=O)c1cncc(C)c1N. Reaction SMILES: [CH3:18][CH2:19][OH:20].[H:16][H:17].[N:1](=[N+:2]=[N-:3])[c:4]1[c:5]([C:11](=[O:12])[O:13][CH2:14][CH3:15])[cH:6][n:7][cH:8][c:9]1[CH3:10]>>[NH2:1][c:4]1[c:5]([C:11](=[O:12])[O:13][CH2:14][CH3:15])[cH:6][n:7][cH:8][c:9]1[CH3:10]. Starting materials: C#Cc1cn(-c2ccc(F)cc2)c(C)n1, C1CCOC1, C1CCNCC1, [Cu]I, Cc1cc(I)ccn1, c1ccc(P(c2ccccc2)c2ccccc2)cc1. The product is Cc1cc(C#Cc2cn(-c3ccc(F)cc3)c(C)n2)ccn1. RXN SMILES: [C:28](#[CH:29])[c:30]1[n:31][c:32]([CH3:42])[n:33](-[c:35]2[cH:36][cH:37][c:38]([F:41])[cH:39][cH:40]2)[cH:34]1.[CH2:43]1[O:44][CH2:45][CH2:46][CH2:47]1.[CH2:48]1[CH2:49][CH2:50][NH:51][CH2:52][CH2:53]1.[Cu:54][I:55].[I:1][c:2]1[cH:3][c:4]([CH3:8])[n:5][cH:6][cH:7]1.[c:9]1([P:10]([c:11]2[cH:12][cH:13][cH:14][cH:15][cH:16]2)[c:17]2[cH:18][cH:19][cH:20][cH:21][cH:22]2)[cH:23][cH:24][cH:25][cH:26][cH:27]1>>[c:2]1([C:29]#[C:28][c:30]2[n:31][c:32]([CH3:42])[n:33](-[c:35]3[cH:36][cH:37][c:38]([F:41])[cH:39][cH:40]3)[cH:34]2)[cH:3][c:4]([CH3:8])[n:5][cH:6][cH:7]1.